This data is from the Open Reaction Database (ORD), a public repository of structured organic reaction records. The task is: describe an organic reaction: reactants, conditions, products, and yield The reactants are [Li]CCCC, CCCCCC, [Cl-], OCCCCCCl, [NH4+], c1ccoc1, [Li]c1ccco1. The product is OC(CCCCCl)c1ccco1. As a reaction SMILES: [CH2:7]([Li:8])[CH2:9][CH2:10][CH3:11].[CH3:26][CH2:27][CH2:28][CH2:29][CH2:30][CH3:31].[Cl-:24].[Cl:17][CH2:18][CH2:19][CH2:20][CH2:21][CH2:22][OH:23].[NH4+:25].[cH:12]1[cH:13][o:14][cH:15][cH:16]1.[o:1]1[c:2]([Li:6])[cH:3][cH:4][cH:5]1>>[o:1]1[c:2]([CH:22]([CH2:21][CH2:20][CH2:19][CH2:18][Cl:17])[OH:23])[cH:3][cH:4][cH:5]1. Starting materials: O=C(c1c(F)cccc1Br)N(CCO)Cc1ccccc1, CN(C)C=O, [H-], [Na+], O. Yields the product O=C1c2c(Br)cccc2OCCN1Cc1ccccc1. RXN SMILES: [CH2:1]([c:2]1[cH:3][cH:4][cH:5][cH:6][cH:7]1)[N:8]([C:9]([c:10]1[c:11]([F:17])[cH:12][cH:13][cH:14][c:15]1[Br:16])=[O:18])[CH2:19][CH2:20][OH:21].[CH3:25][N:26]([CH3:27])[CH:28]=[O:29].[H-:22].[Na+:23].[OH2:24]>>[CH2:1]([c:2]1[cH:3][cH:4][cH:5][cH:6][cH:7]1)[N:8]1[C:9](=[O:18])[c:10]2[c:11]([cH:12][cH:13][cH:14][c:15]2[Br:16])[O:21][CH2:20][CH2:19]1. The reactants are N,N′-carbonyldiimidazole, O[C@H]1[C@H](C(OC=2C=C(C=3C(C=4C=C5C(=NC4N(C3C12)C)C=CC=C5)=O)OC)(C)C)O ((±)-cis-1,2-Dihydroxy-6-methoxy-3,3,14-trimethyl-1,2,3,14-tetrahydro-7H-benzo[b]chromeno[6,5-g][1,8]naphthyridin-7-one), CC(CC)=O (2-butanone). The solvent is C(=O)([O-])[O-].[Na+].[Na+] (Na2CO3). The product is COC1=CC=2OC([C@H]3[C@@H](C2C2=C1C(C=1C=C4C(=NC1N2C)C=CC=C4)=O)OC(O3)=O)(C)C ((±)-cis-7-Methoxy-4,4,15-trimethyl-15,15c-dihydro-4H-benzo[b][1,3]-dioxolo[4′,5′:3,4]chromeno[6,5-g][1,8]naphthyridin-2,8[3aH]-dione). Reaction SMILES: [OH:1][C@@H:2]1[C:19]2[C:18]3[N:17]([CH3:20])[C:16]4[N:15]=[C:14]5[CH:21]=[CH:22][CH:23]=[CH:24][C:13]5=[CH:12][C:11]=4[C:10](=[O:25])[C:9]=3[C:8]([O:26][CH3:27])=[CH:7][C:6]=2[O:5][C:4]([CH3:29])([CH3:28])[C@@H:3]1[OH:30].C[C:32](=[O:35])CC>C([O-])([O-])=O.[Na+].[Na+]>[CH3:27][O:26][C:8]1[C:9]2[C:10](=[O:25])[C:11]3[CH:12]=[C:13]4[CH:24]=[CH:23][CH:22]=[CH:21][C:14]4=[N:15][C:16]=3[N:17]([CH3:20])[C:18]=2[C:19]2[C@H:2]3[O:1][C:32](=[O:35])[O:30][C@H:3]3[C:4]([CH3:28])([CH3:29])[O:5][C:6]=2[CH:7]=1 |f:2.3.4|. Procedure details: 635.62 mg of N,N′-carbonyldiimidazole are added to a solution of 200 mg of the compound of Example 3 in 90 ml of 2-butanone. The reaction mixture is refluxed for 4 days under argon and then, after cooling, diluted with an aqueous 5% Na2CO3 solution (15 ml) and extracted with ethyl acetate. The organic solutions are combined, dried over anhydrous sodium sulphate, filtered and then evaporated to dryness under reduced pressure. Chromatography on silica gel (dichloromethane and then a gradient of me... Starting materials: NC1=NC(=C2N=CN(C2=N1)CCC1COC(OC1)(C)C)Cl (2-amino-6-chloro-9-[2-(2,2-dimethyl-1,3-dioxan-5-yl)ethyl]purine), CC([O-])C.[Na+] (sodium isopropoxide), Cl (hydrochloric acid), C([O-])(O)=O.[Na+] (sodium bicarbonate). Solvent: C(C)(C)O (isopropanol), O (water). Reaction conditions: time 25 minute. Yields the product NC1=NC(=C2N=CN(C2=N1)CCC(CO)CO)OC(C)C (2-amino-9-(4-hydroxy-3-hydroxymethylbut-1-yl)-6-isopropoxypurine). RXN SMILES: [NH2:1][C:2]1[N:10]=[C:9]2[C:5]([N:6]=[CH:7][N:8]2[CH2:11][CH2:12][CH:13]2[CH2:18][O:17]C(C)(C)[O:15][CH2:14]2)=[C:4](Cl)[N:3]=1.[CH3:22][CH:23]([CH3:25])[O-:24].[Na+].Cl.C(=O)(O)[O-].[Na+]>C(O)(C)C.O>[NH2:1][C:2]1[N:10]=[C:9]2[C:5]([N:6]=[CH:7][N:8]2[CH2:11][CH2:12][CH:13]([CH2:14][OH:15])[CH2:18][OH:17])=[C:4]([O:24][CH:23]([CH3:25])[CH3:22])[N:3]=1 |f:1.2,4.5|. Procedure: A solution of 2-amino-6-chloro-9-[2-(2,2-dimethyl-1,3-dioxan-5-yl)ethyl]purine (0.25 g, 0.8 mmol) in isopropanol (2.5 ml) containing sodium isopropoxide (0.5M) was stirred at 60° for 25 minutes. After cooling, hydrochloric acid (5M, 0.3 ml) and water (0.7 ml) were added and the solution was stirred for 15 minutes at room temperature. The solution was neutralised by addition of aqueous sodium bicarbonate and the solvent was removed. The residue was extracted with chloroform-ethanol (2:1) and the ... The reactants are BrC=1SC2=C(N=C(N=C2Cl)SCC2=CC=CC=C2)N1 (2-Bromo-7-chloro-5-[(phenylmethyl)thio]thiazolo[4,5-d]pyrimidine), C1(CC1)N (cyclopropanamine). The product is ClC=1C2=C(N=C(N1)SCC1=CC=CC=C1)N=C(S2)NC2CC2 (7-Chloro-N-cyclopropyl-5-[(phenylmethyl)thio]-thiazolo[4,5-d]pyrimidin-2-amine). Reaction SMILES: Br[C:2]1[S:3][C:4]2[C:9]([Cl:10])=[N:8][C:7]([S:11][CH2:12][C:13]3[CH:18]=[CH:17][CH:16]=[CH:15][CH:14]=3)=[N:6][C:5]=2[N:19]=1.[CH:20]1([NH2:23])[CH2:22][CH2:21]1>>[Cl:10][C:9]1[C:4]2[S:3][C:2]([NH:23][CH:20]3[CH2:22][CH2:21]3)=[N:19][C:5]=2[N:6]=[C:7]([S:11][CH2:12][C:13]2[CH:18]=[CH:17][CH:16]=[CH:15][CH:14]=2)[N:8]=1. Procedure: Prepared by the method of Example 220, using the product of Example 219 and cyclopropanamine. Reactants: Cl (hydrochloric acid), C1(CCCCC1)P(C1=C(C=CC=C1)C1=C(C=CC=C1OC)OC)C1CCCCC1 (dicyclohexyl(2′,6′-dimethoxybiphenyl-2-yl)phosphine), C(C)OC=1C=C(C=O)C=C(C1OCOC)I (3-ethoxy-5-iodo-4-(methoxymethoxy)benzaldehyde), C1(CC1)B(O)O (cyclopropylboronic acid), C([O-])([O-])=O.[Na+].[Na+] (sodium carbonate), resultant mixture. Reagents/catalysts: C=1C=CC(=CC1)/C=C/C(=O)/C=C/C2=CC=CC=C2.C=1C=CC(=CC1)/C=C/C(=O)/C=C/C2=CC=CC=C2.C=1C=CC(=CC1)/C=C/C(=O)/C=C/C2=CC=CC=C2.[Pd].[Pd] (Tris(dibenzylideneacetone)dipalladium(0)). Solvent: CO (methanol), O (Water), C1(=CC=CC=C1)C (toluene). Reaction conditions: temperature 70 celsius, time 3 hour. The product is C1(CC1)C=1C=C(C=O)C=C(C1O)OCC (3-Cyclopropyl-5-ethoxy-4-hydroxybenzaldehyde). Isolated yield 594.5%. RXN SMILES: C1(P(C2CCCCC2)[C:8]2C=CC=C[C:9]=2[C:14]2C(OC)=CC=CC=2OC)CCCCC1.[CH2:30]([O:32][C:33]1[CH:34]=[C:35]([CH:38]=[C:39](I)[C:40]=1[O:41]COC)[CH:36]=[O:37])[CH3:31].C1(B(O)O)CC1.C(=O)([O-])[O-].[Na+].[Na+].Cl>C1C=CC(/C=C/C(/C=C/C2C=CC=CC=2)=O)=CC=1.C1C=CC(/C=C/C(/C=C/C2C=CC=CC=2)=O)=CC=1.C1C=CC(/C=C/C(/C=C/C2C=CC=CC=2)=O)=CC=1.[Pd].[Pd].CO.O.C1(C)C=CC=CC=1>[CH:14]1([C:39]2[CH:38]=[C:35]([CH:34]=[C:33]([O:32][CH2:30][CH3:31])[C:40]=2[OH:41])[CH:36]=[O:37])[CH2:9][CH2:8]1 |f:3.4.5,7.8.9.10.11|. Procedure: Tris(dibenzylideneacetone)dipalladium(0) (2.30 g) and dicyclohexyl(2′,6′-dimethoxybiphenyl-2-yl)phosphine (2.21 g) were added to a mixture of 3-ethoxy-5-iodo-4-(methoxymethoxy)benzaldehyde (12.1 g), cyclopropylboronic acid (9.25 g), a 2 M aqueous sodium carbonate solution (53.9 mL), and toluene (60 mL), and the resultant mixture was stirred at 100° C. for 2 hours in an argon atmosphere. Water was added to the reaction mixture, followed by extraction with ethyl acetate. The obtained organic layer...